From a dataset of the Open Reaction Database (ORD), a public repository of structured organic reaction records. describe an organic reaction: reactants, conditions, products, and yield Reactants: CCO, [H][H], CCCN(CC1CCN(C(=O)N2CCOCC2)CC1)C1CCc2ccc([N+](=O)[O-])cc2C1. The product is CCCN(CC1CCN(C(=O)N2CCOCC2)CC1)C1CCc2ccc(N)cc2C1. As a reaction SMILES: [CH3:35][CH2:36][OH:37].[H:33][H:34].[O:1]1[CH2:2][CH2:3][N:4]([C:7](=[O:8])[N:9]2[CH2:10][CH2:11][CH:12]([CH2:15][N:16]([CH2:17][CH2:18][CH3:19])[CH:20]3[CH2:21][c:22]4[cH:23][c:24]([N+:30]([O-:31])=[O:32])[cH:25][cH:26][c:27]4[CH2:28][CH2:29]3)[CH2:13][CH2:14]2)[CH2:5][CH2:6]1>>[O:1]1[CH2:2][CH2:3][N:4]([C:7](=[O:8])[N:9]2[CH2:10][CH2:11][CH:12]([CH2:15][N:16]([CH2:17][CH2:18][CH3:19])[CH:20]3[CH2:21][c:22]4[cH:23][c:24]([NH2:30])[cH:25][cH:26][c:27]4[CH2:28][CH2:29]3)[CH2:13][CH2:14]2)[CH2:5][CH2:6]1.